This data is from the Open Reaction Database (ORD), a public repository of structured organic reaction records. The task is: describe an organic reaction: reactants, conditions, products, and yield Reactants: COC1=CC(=NC=C1)C1=C(C=CC(=C1)[N+](=O)[O-])C (2-(4-methoxypyridin-2-yl)-4-nitrotoluene). Reagents/catalysts: [Pd] (palladium on carbon). Run in O1CCCC1 (tetrahydrofuran), C(C)O (ethanol). The product is COC1=CC(=NC=C1)C=1C=C(N)C=CC1C (3-(4-methoxypyridin-2-yl)-4-methylaniline). Isolated yield 99.6%. RXN SMILES: [CH3:1][O:2][C:3]1[CH:8]=[CH:7][N:6]=[C:5]([C:9]2[CH:14]=[C:13]([N+:15]([O-])=O)[CH:12]=[CH:11][C:10]=2[CH3:18])[CH:4]=1>O1CCCC1.C(O)C.[Pd]>[CH3:1][O:2][C:3]1[CH:8]=[CH:7][N:6]=[C:5]([C:9]2[CH:14]=[C:13]([CH:12]=[CH:11][C:10]=2[CH3:18])[NH2:15])[CH:4]=1. Procedure: A suspension of 2-(4-methoxypyridin-2-yl)-4-nitrotoluene (293 mg) in tetrahydrofuran (3 ml) and ethanol (3 ml) was hydrogenated over palladium on carbon (10% w/w, 50% wet, 0.1 g) under a hydrogen atmosphere for 3 hours. The catalyst was filtered off, and the filtrate was evaporated under reduced pressure to give 3-(4-methoxypyridin-2-yl)-4-methylaniline (256 mg). The reactants are BrC=1C=C2C(C(=C(OC2=CC1)NC1=CC=CC=C1)C=O)=O (6-Bromo-4-oxo-2-(phenylamino)-4H-chromene-3-carbaldehyde), OS(=O)(=O)O (H2SO4). Product: BrC=1C=C2C(C=3C(=NC=4C=CC=CC4C3)OC2=CC1)=O (2-Bromo-12H-chromeno[2,3-b]quinolin-12-one). Isolated yield 76.7%. As a reaction SMILES: [Br:1][C:2]1[CH:3]=[C:4]2[C:9](=[CH:10][CH:11]=1)[O:8][C:7]([NH:12][C:13]1[CH:18]=[CH:17][CH:16]=[CH:15][CH:14]=1)=[C:6]([CH:19]=O)[C:5]2=[O:21].OS(O)(=O)=O>>[Br:1][C:2]1[CH:3]=[C:4]2[C:9](=[CH:10][CH:11]=1)[O:8][C:7]1=[N:12][C:13]3[CH:18]=[CH:17][CH:16]=[CH:15][C:14]=3[CH:19]=[C:6]1[C:5]2=[O:21]. Procedure: To the product of Step A (1 g; 2.92 mmol) concentrated H2SO4 (1 ml) was gently added with stirring. The mixture was kept in sealed vial for 24 h, at room temperature, than poured onto ice water and extracted with CH2Cl2 (50 ml). The organic layer was washed with NaHCO3 solution, H2O, dried over MgSO4 and filtered. The filtrate was distilled off and the residue was crystallized from CH3CN to give the title compound (0.73 g, 77%), as green yellow solid. 1H-NMR (CDCl3) 9.28 (s, 1H); 8.44 (d, 1H, J=...